Dataset: the Open Reaction Database (ORD), a public repository of structured organic reaction records. Task: describe an organic reaction: reactants, conditions, products, and yield RXN SMILES: [Br:1][c:2]1[cH:3][c:4]2[c:9]([cH:10][cH:11]1)[C:8](=[O:12])[NH:7][C:6](=[O:13])[C:5]2=[CH:14][NH:15][CH2:16][c:17]1[cH:18][c:19]2[c:20]([c:26]([OH:28])[cH:27]1)[O:21][C:22]([CH3:24])([CH3:25])[O:23]2.[CH3:41][N:42]([CH3:43])[CH:44]=[O:45].[CH:35]1([C:38](=[O:39])[Cl:40])[CH2:36][CH2:37]1.[cH:29]1[cH:30][cH:31][n:32][cH:33][cH:34]1>>[Br:1][c:2]1[cH:3][c:4]2[c:9]([cH:10][cH:11]1)[C:8](=[O:12])[NH:7][C:6](=[O:13])[C:5]2=[CH:14][NH:15][CH2:16][c:17]1[cH:18][c:19]2[c:20]([c:26]([O:28][C:38]([CH:35]3[CH2:36][CH2:37]3)=[O:39])[cH:27]1)[O:21][C:22]([CH3:24])([CH3:25])[O:23]2. Reactants: CC1(C)Oc2cc(CNC=C3C(=O)NC(=O)c4ccc(Br)cc43)cc(O)c2O1, CN(C)C=O, O=C(Cl)C1CC1, c1ccncc1. The product is CC1(C)Oc2cc(CNC=C3C(=O)NC(=O)c4ccc(Br)cc43)cc(OC(=O)C3CC3)c2O1. The reactants are CC(=O)N(CCCCl)c1ccc(-c2cc(=O)c3c(N)c(F)cc(F)c3o2)cc1F, CCC(C)=O, [I-], [Na+]. The product is CC(=O)N(CCCI)c1ccc(-c2cc(=O)c3c(N)c(F)cc(F)c3o2)cc1F. Reaction SMILES: [C:1]([CH3:2])(=[O:3])[N:4]([CH2:5][CH2:6][CH2:7][Cl:8])[c:9]1[c:10]([F:29])[cH:11][c:12](-[c:15]2[o:16][c:17]3[c:18]([c:19](=[O:21])[cH:20]2)[c:22]([NH2:28])[c:23]([F:27])[cH:24][c:25]3[F:26])[cH:13][cH:14]1.[CH2:32]([C:33]([CH3:34])=[O:35])[CH3:36].[I-:31].[Na+:30]>>[C:1]([CH3:2])(=[O:3])[N:4]([CH2:5][CH2:6][CH2:7][I:31])[c:9]1[c:10]([F:29])[cH:11][c:12](-[c:15]2[o:16][c:17]3[c:18]([c:19](=[O:21])[cH:20]2)[c:22]([NH2:28])[c:23]([F:27])[cH:24][c:25]3[F:26])[cH:13][cH:14]1. The reactants are ClC1=NC=CN=C1C1=CC(=C(C=C1)Cl)Cl (2-chloro-3-(3,4-dichloro-phenyl)-pyrazine), N1CCNCC1 (piperazine), C(Cl)Cl (DCM). Run in O (water). The product is ClC=1C=C(C=CC1Cl)C=1C(=NC=CN1)N1CCNCC1 (3′-(3,4-dichloro-phenyl)-3,4,5,6-tetrahydro-2H-[1,2′]bipyrazine). Reaction SMILES: Cl[C:2]1[C:7]([C:8]2[CH:13]=[CH:12][C:11]([Cl:14])=[C:10]([Cl:15])[CH:9]=2)=[N:6][CH:5]=[CH:4][N:3]=1.[NH:16]1[CH2:21][CH2:20][NH:19][CH2:18][CH2:17]1.C(Cl)Cl>O>[Cl:15][C:10]1[CH:9]=[C:8]([C:7]2[C:2]([N:16]3[CH2:21][CH2:20][NH:19][CH2:18][CH2:17]3)=[N:3][CH:4]=[CH:5][N:6]=2)[CH:13]=[CH:12][C:11]=1[Cl:14]. Procedure details: Combine 2-chloro-3-(3,4-dichloro-phenyl)-pyrazine (0.124 g, 0.477 mmol) and piperazine (1.40 gm; 16.3 mmol) and heat the mixture for 2 hr. at 120° C. Cool to room temperature, and add DCM (50 mL) and water (50 mL). Separate the layers and extract the aqueous layer with DCM (2×25 mL). Combine the organic layers, wash with brine, dry (MgSO4) and concentrate. Purify via chromatography on silica gel eluting 0-15% methanol in DCM to give the title preparation (0.118 gm, 80%). MS (ES+) m/z: 310 (M+H)+... The reactants are CC(C)(C)[O-].[Na+] (tBuONa), C1(=CC=CC=C1)NC1=CC=CC=C1 (Diphenylamine), BrC1=CC(=CC=C1)Br (1,3-dibromobenzene). Reagents/catalysts: CC(=O)[O-].CC(=O)[O-].[Pd+2] (Pd(OAc)2), C1(=CC=CC=C1)P(C1=CC=CC=C1)C1=CC=CC=C1 (triphenylphosphine). Solvent: C1(=CC=CC=C1)C (toluene). Conditions: time 15 minute. The product is BrC=1C=C(N(C2=CC=CC=C2)C2=CC=CC=C2)C=CC1 (3-bromo-N,N-diphenylaniline). Yield: 78.1%. Reaction SMILES: [C:1]1([NH:7][C:8]2[CH:13]=[CH:12][CH:11]=[CH:10][CH:9]=2)[CH:6]=[CH:5][CH:4]=[CH:3][CH:2]=1.Br[C:15]1[CH:20]=[CH:19][CH:18]=[C:17]([Br:21])[CH:16]=1.CC([O-])(C)C.[Na+]>C1(C)C=CC=CC=1.CC([O-])=O.CC([O-])=O.[Pd+2].C1(P(C2C=CC=CC=2)C2C=CC=CC=2)C=CC=CC=1>[Br:21][C:17]1[CH:16]=[C:15]([CH:20]=[CH:19][CH:18]=1)[N:7]([C:8]1[CH:9]=[CH:10][CH:11]=[CH:12][CH:13]=1)[C:1]1[CH:6]=[CH:5][CH:4]=[CH:3][CH:2]=1 |f:2.3,5.6.7|. Procedure details: Diphenylamine (9 g, 53.3 mmol), and 1,3-dibromobenzene (25 g, 106.8 mmol) were mixed in toluene (500 mL). The solution was bubbled nitrogen while stirring for 15 min. Pd(OAc)2 (0.18 g, 0.8 mmol), triphenylphosphine (0.84 g, 3.2 mmol) and tBuONa (7.7 g, 80.2 mmol) were added in sequence. The mixture was heated to reflux overnight under nitrogen. After cooling, the reaction mixture was filtered through Celite®/silica pad and the solvent was then evaporated. The residue was purified by column using... The reactants are C(C)(C)(C)C1=CC=C(OCCC(=O)OCCCC)C=C1 (butyl 3-(p-tert-butylphenoxy)-propionate), [H-].[Al+3].[Li+].[H-].[H-].[H-] (lithium aluminum hydride). The solvent is CCOCC (ether), CCOCC (ether). Conditions: temperature -5 celsius. The product is C(C)(C)(C)C1=CC=C(OCCCO)C=C1 (3-p-t-butyl-phenoxypropanol). As a reaction SMILES: [C:1]([C:5]1[CH:20]=[CH:19][C:8]([O:9][CH2:10][CH2:11][C:12](OCCCC)=[O:13])=[CH:7][CH:6]=1)([CH3:4])([CH3:3])[CH3:2].[H-].[Al+3].[Li+].[H-].[H-].[H-]>CCOCC>[C:1]([C:5]1[CH:20]=[CH:19][C:8]([O:9][CH2:10][CH2:11][CH2:12][OH:13])=[CH:7][CH:6]=1)([CH3:4])([CH3:2])[CH3:3] |f:1.2.3.4.5.6|. Procedure: This ester 21.0 g was dissolved in 500 ml dry ether and cooled to -5° C. in an ice/acetone bath. To the cold solution was added, cautiously, a slurry of 3.5 g lithium aluminum hydride in 100 ml dry ether. After one hour the excess lithium aluminum hydride was destroyed by the cautious addition of 200 ml ethyl acetate, then 50 ml water. The solution was filtered and the filtrated partitioned between 200 ml ether-200 ml water. The organic layer was removed, dried, and evaporated to a yellow oil wh... Starting materials: FC1=CC=C(CN2C=C(C=3C2=CN=C(C3)C(=O)OC)CN3CC(NCC3)=O)C=C1 (methyl 1-(4-fluorobenzyl)-3-((3-oxopiperazin-1-yl)methyl)-1H-pyrrolo[2,3-c]pyridine-5-carboxylate), [OH-].[Li+] (lithium hydroxide), [OH-].[Li+] (lithium hydroxide). Solvent: CO (methanol), O (water), CO (Methanol). Run at temperature 10 celsius, time 18 hour. Yields the product FC1=CC=C(CN2C=C(C=3C2=CN=C(C3)C(=O)O)CN3CC(NCC3)=O)C=C1 (1-(4-fluorobenzyl)-3-((3-oxopiperazin-1-yl)methyl)-1H-pyrrolo[2,3-c]pyridine-5-carboxylic acid). Yield: 51.7%. Reaction SMILES: [F:1][C:2]1[CH:29]=[CH:28][C:5]([CH2:6][N:7]2[C:11]3=[CH:12][N:13]=[C:14]([C:16]([O:18]C)=[O:17])[CH:15]=[C:10]3[C:9]([CH2:20][N:21]3[CH2:26][CH2:25][NH:24][C:23](=[O:27])[CH2:22]3)=[CH:8]2)=[CH:4][CH:3]=1.[OH-].[Li+]>CO.O>[F:1][C:2]1[CH:3]=[CH:4][C:5]([CH2:6][N:7]2[C:11]3=[CH:12][N:13]=[C:14]([C:16]([OH:18])=[O:17])[CH:15]=[C:10]3[C:9]([CH2:20][N:21]3[CH2:26][CH2:25][NH:24][C:23](=[O:27])[CH2:22]3)=[CH:8]2)=[CH:28][CH:29]=1 |f:1.2|. Reported procedure: To a suspension of methyl 1-(4-fluorobenzyl)-3-((3-oxopiperazin-1-yl)methyl)-1H-pyrrolo[2,3-c]pyridine-5-carboxylate (18.2 g, 46.0 mmol) in methanol (450 mL) and water (200 mL) was added lithium hydroxide (1.40 g 58.3 mmol, 1.3 eq.). The suspension was heated to reflux for 10 h, and the reaction was judge to be 95% complete by HPLC-MS analysis. Methanol (200 mL) and lithium hydroxide (0.7 g, 29.2 mmol) were added and the reflux continued for 18 h total. The volatiles were removed in vacuo to a r... Yields the product CCOC(=O)C(C(=O)OCC)C(C)C1CCN(C(=O)OC(C)(C)C)CC1. The reactants are C1CCOC1, CCOC(=O)C(=CC1CCN(C(=O)OC(C)(C)C)CC1)C(=O)OCC, [Li]C, [Cu]I, [NH4+], [OH-]. RXN SMILES: [CH2:30]1[O:31][CH2:32][CH2:33][CH2:34]1.[CH2:3]([CH3:4])[O:5][C:6]([C:7]([C:8](=[O:9])[O:10][CH2:11][CH3:12])=[CH:13][CH:14]1[CH2:15][CH2:16][N:17]([C:20](=[O:21])[O:22][C:23]([CH3:24])([CH3:25])[CH3:26])[CH2:18][CH2:19]1)=[O:27].[CH3:1][Li:2].[Cu:35][I:36].[NH4+:29].[OH-:28]>>[CH3:1][CH:13]([CH:7]([C:6]([O:5][CH2:3][CH3:4])=[O:27])[C:8](=[O:9])[O:10][CH2:11][CH3:12])[CH:14]1[CH2:15][CH2:16][N:17]([C:20](=[O:21])[O:22][C:23]([CH3:24])([CH3:25])[CH3:26])[CH2:18][CH2:19]1. The reactants are C, CN(CCNS(=O)(=O)c1cccc2cnccc12)Cc1ccccc1, CCO, [H][H], [Pd]. The product is CNCCNS(=O)(=O)c1cccc2cnccc12. RXN SMILES: [C:31].[CH3:1][N:2]([CH2:3][c:4]1[cH:5][cH:6][cH:7][cH:8][cH:9]1)[CH2:10][CH2:11][NH:12][S:13](=[O:14])(=[O:15])[c:16]1[c:17]2[cH:18][cH:19][n:20][cH:21][c:22]2[cH:23][cH:24][cH:25]1.[CH3:28][CH2:29][OH:30].[H:26][H:27].[Pd:32]>>[CH3:1][NH:2][CH2:10][CH2:11][NH:12][S:13](=[O:14])(=[O:15])[c:16]1[c:17]2[cH:18][cH:19][n:20][cH:21][c:22]2[cH:23][cH:24][cH:25]1.